From a dataset of the Open Reaction Database (ORD), a public repository of structured organic reaction records. describe an organic reaction: reactants, conditions, products, and yield Starting materials: C(CC)C=1C=C(C=C(C1O)CCC)CC(=O)OC (methyl 3,5-dipropyl-4-hydroxyphenylacetate), BrC1(OCCC)CC(=CC=C1)OC=1C=CC=2C(=NOC2C1CCC)CC (1-bromo-3-(3-ethyl-7-propyl-6-benz-[4,5]-isoxazoloxy)phenoxypropane). The product is C(CC)C=1C=C(C=C(C1OCCCOC=1C=CC=2C(=NOC2C1CCC)CC)CCC)CC(=O)OC (methyl 3,5-dipropyl-4-(3-(3-ethyl-7-propyl-6-benz-[4,5]-isoxazoloxy)-propyloxy)phenylacetate). Reaction SMILES: [CH2:1]([C:4]1[CH:5]=[C:6]([CH2:14][C:15]([O:17][CH3:18])=[O:16])[CH:7]=[C:8]([CH2:11][CH2:12][CH3:13])[C:9]=1[OH:10])[CH2:2][CH3:3].Br[C:20]1(C=CC=[C:26]([O:30][C:31]2[CH:32]=[CH:33][C:34]3[C:35]([CH2:43][CH3:44])=[N:36][O:37][C:38]=3[C:39]=2[CH2:40][CH2:41][CH3:42])[CH2:25]1)OCCC>>[CH2:1]([C:4]1[CH:5]=[C:6]([CH2:14][C:15]([O:17][CH3:18])=[O:16])[CH:7]=[C:8]([CH2:11][CH2:12][CH3:13])[C:9]=1[O:10][CH2:20][CH2:25][CH2:26][O:30][C:31]1[CH:32]=[CH:33][C:34]2[C:35]([CH2:43][CH3:44])=[N:36][O:37][C:38]=2[C:39]=1[CH2:40][CH2:41][CH3:42])[CH2:2][CH3:3]. Procedure: Using the method of Example 17, Step D, methyl 3,5-dipropyl-4-hydroxyphenylacetate and 1-bromo-3-(3-ethyl-7-propyl-6-benz-[4,5]-isoxazoloxy)phenoxypropane as the starting material, the title compound was obtained. Reactants: C(C1=CC=CC=C1)(=O)Cl (Benzoylchloride), CC1(N(C(CC(C1)O)(C)C)N=NC1=CC=CC=C1)C (2,2,6,6-tetramethyl-1-phenyldiazenyl-piperidin-4-ol). Reagents/catalysts: CN(C1=CC=NC=C1)C (4-dimethylaminopyridine). Run in N1=CC=CC=C1 (pyridine), ice water. Conditions: temperature 23 celsius, time 4 hour. Product: CC1(N(C(CC(C1)OC(C1=CC=CC=C1)=O)(C)C)N=NC1=CC=CC=C1)C (benzoic acid 2,2,6,6-tetramethyl-1-phenyldiazenyl-piperidin-4-yl ester). Reaction SMILES: [C:1](Cl)(=[O:8])[C:2]1[CH:7]=[CH:6][CH:5]=[CH:4][CH:3]=1.[CH3:10][C:11]1([CH3:28])[CH2:16][CH:15]([OH:17])[CH2:14][C:13]([CH3:19])([CH3:18])[N:12]1[N:20]=[N:21][C:22]1[CH:27]=[CH:26][CH:25]=[CH:24][CH:23]=1>CN(C)C1C=CN=CC=1.N1C=CC=CC=1>[CH3:18][C:13]1([CH3:19])[CH2:14][CH:15]([O:17][C:1](=[O:8])[C:2]2[CH:7]=[CH:6][CH:5]=[CH:4][CH:3]=2)[CH2:16][C:11]([CH3:10])([CH3:28])[N:12]1[N:20]=[N:21][C:22]1[CH:27]=[CH:26][CH:25]=[CH:24][CH:23]=1. Reported procedure: 2.15 ml Benzoylchloride are dropwise added to a solution of 4.42 g 2,2,6,6-tetramethyl-1-phenyldiazenyl-piperidin-4-ol (see example 1) and 0.1 g 4-dimethylaminopyridine in 35 ml pyridine. The resulting mixture is stirred 4 hours at 23° C., then diluted with 300 ml ice-water. The precipitate is filtered off and recrystallized twice from methanol to afford 4.43 g of benzoic acid 2,2,6,6-tetramethyl-1-phenyldiazenyl-piperidin-4-yl ester as an off-white solid, m.p. 89-91° C. Solvent: O (water). Run at time 30 minute. Reactants: reagent, [OH-].[K+] (potassium hydroxide), C(C)O (ethyl alcohol), [OH-].[K+] (KOH), S (hydrogen sulfide), C(=S)=S (carbon disulfide). RXN SMILES: [OH-:1].[K+:2].[CH2:3]([OH:5])C.[SH2:6].C(=S)=S>O>[C:3](=[S:6])([O-:5])[O-:1].[C:3](=[S:6])([O-:5])[O-:1].[C:3](=[S:6])([O-:5])[O-:1].[C:3](=[S:6])([O-:5])[O-:1].[K+:2].[K+:2].[K+:2].[K+:2].[K+:2].[K+:2].[K+:2].[K+:2] |f:0.1,6.7.8.9.10.11.12.13.14.15.16.17|. Product: C([O-])([O-])=S.C([O-])([O-])=S.C([O-])([O-])=S.C([O-])([O-])=S.[K+].[K+].[K+].[K+].[K+].[K+].[K+].[K+] (potassium tetrathiocarbonate). Reported procedure: Twenty grams (0.36 moles) of reagent grade potassium hydroxide was added to 200 grams (255 cc) of absolute ethyl alcohol, with the mixture being refluxed until all of the KOH had dissolved (approximately 1 hour), after which the water formed was removed by a conventional water-alcohol azeotropic distillation. After adding a sufficient amount of absolute alcohol to bring the alcoholic solution back up to about 250 cc and cooling the solution back to room temperature, 5.7 grams (0.18 moles) of fin... Reactants: CCOC(C)=O, CC(=O)O, Cn1nccc1N, N#CO[Na], O. Yields the product Cn1nccc1NC(N)=O. RXN SMILES: [CH3:12][CH2:13][O:14][C:15](=[O:16])[CH3:17].[CH3:19][C:20](=[O:21])[OH:22].[CH3:5][n:6]1[n:7][cH:8][cH:9][c:10]1[NH2:11].[Na:1][O:2][C:3]#[N:4].[OH2:18]>>[O:2]=[C:3]([NH2:4])[NH:11][c:10]1[n:6]([CH3:5])[n:7][cH:8][cH:9]1. Starting materials: ClC1=C(C(=O)Cl)C(=CC=C1)F (2-chloro-6-fluorobenzoylchloride), FC(C(CNC1=C2C=NN(C2=CC=C1)C1=CC=C(C=C1)F)(O)CNCCC)(F)F (1,1,1-trifluoro-3-{[1-(4-fluorophenyl)-1H-indazol-4-yl]amino}-2-[(propylamino)methyl]-2-propanol). Yields the product ClC1=C(C(=O)N(CC(C(F)(F)F)(O)CNC2=C3C=NN(C3=CC=C2)C2=CC=C(C=C2)F)CC)C(=CC=C1)F (2-Chloro-N-ethyl-6-fluoro-N-[3,3,3-trifluoro-2-({[1-(4-fluorophenyl)-1H-indazol-4-yl]amino}methyl)-2-hydroxypropyl]benzamide). Reaction SMILES: [Cl:1][C:2]1[CH:10]=[CH:9][CH:8]=[C:7]([F:11])[C:3]=1[C:4](Cl)=[O:5].[F:12][C:13]([F:40])([F:39])[C:14]([CH2:34][NH:35][CH2:36][CH2:37]C)([OH:33])[CH2:15][NH:16][C:17]1[CH:25]=[CH:24][CH:23]=[C:22]2[C:18]=1[CH:19]=[N:20][N:21]2[C:26]1[CH:31]=[CH:30][C:29]([F:32])=[CH:28][CH:27]=1>>[Cl:1][C:2]1[CH:10]=[CH:9][CH:8]=[C:7]([F:11])[C:3]=1[C:4]([N:35]([CH2:36][CH3:37])[CH2:34][C:14]([CH2:15][NH:16][C:17]1[CH:25]=[CH:24][CH:23]=[C:22]2[C:18]=1[CH:19]=[N:20][N:21]2[C:26]1[CH:27]=[CH:28][C:29]([F:32])=[CH:30][CH:31]=1)([OH:33])[C:13]([F:12])([F:40])[F:39])=[O:5]. Procedure: Prepared similarly to Example 48 from 2-chloro-6-fluorobenzoylchloride and 1,1,1-trifluoro-3-{[1-(4-fluorophenyl)-1H-indazol-4-yl]amino}-2-[(propylamino)methyl]-2-propanol.